From a dataset of the Open Reaction Database (ORD), a public repository of structured organic reaction records. describe an organic reaction: reactants, conditions, products, and yield Reactants: C=CCC(Cc1ccccc1)C(=O)OCc1ccccc1, CN(C)C=O, [Cl-], Cl, O, O, Cl[Pd]Cl. The product is CC(=O)CC(Cc1ccccc1)C(=O)OCc1ccccc1. RXN SMILES: [CH2:3]([c:4]1[cH:5][cH:6][cH:7][cH:8][cH:9]1)[CH:10]([C:11](=[O:12])[O:13][CH2:14][c:15]1[cH:16][cH:17][cH:18][cH:19][cH:20]1)[CH2:21][CH:22]=[CH2:23].[CH3:25][N:26]([CH3:27])[CH:29]=[O:28].[Cl-:1].[ClH:24].[O:2].[OH2:30].[Pd:31]([Cl:32])[Cl:33]>>[CH2:3]([c:4]1[cH:5][cH:6][cH:7][cH:8][cH:9]1)[CH:10]([C:11](=[O:12])[O:13][CH2:14][c:15]1[cH:16][cH:17][cH:18][cH:19][cH:20]1)[CH2:21][C:22]([CH3:23])=[O:28]. Starting materials: BrCCCC(C#N)(C(C)C)C1=CC(=C(C=C1)OC)OC (5-Bromo-2-(3,4-dimethoxyphenyl)-2-isopropylpentanenitrile), CNCCC=1C=C(OCC(=O)OC)C=CC1 (Methyl 2-(3-(2-(methylamino)ethyl)phenoxy)acetate). Product: C(#N)C(CCCN(CCC=1C=C(OCC(=O)OC)C=CC1)C)(C(C)C)C1=CC(=C(C=C1)OC)OC (Methyl 2-(3-(2-((4-cyano-4-(3,4-dimethoxyphenyl)-5-methylhexyl)(methyl)amino)ethyl)phenoxy)acetate). As a reaction SMILES: Br[CH2:2][CH2:3][CH2:4][C:5]([C:11]1[CH:16]=[CH:15][C:14]([O:17][CH3:18])=[C:13]([O:19][CH3:20])[CH:12]=1)([CH:8]([CH3:10])[CH3:9])[C:6]#[N:7].[CH3:21][NH:22][CH2:23][CH2:24][C:25]1[CH:26]=[C:27]([CH:34]=[CH:35][CH:36]=1)[O:28][CH2:29][C:30]([O:32][CH3:33])=[O:31]>>[C:6]([C:5]([C:11]1[CH:16]=[CH:15][C:14]([O:17][CH3:18])=[C:13]([O:19][CH3:20])[CH:12]=1)([CH:8]([CH3:10])[CH3:9])[CH2:4][CH2:3][CH2:2][N:22]([CH3:21])[CH2:23][CH2:24][C:25]1[CH:26]=[C:27]([CH:34]=[CH:35][CH:36]=1)[O:28][CH2:29][C:30]([O:32][CH3:33])=[O:31])#[N:7]. Procedure: Reaction of 1f with 2l produced 3aq. MS found M+H=483. The oxalate salt of 3aq was recrystallized from methanol/ether; mp 96-100° C. Starting materials: CC(=O)O[BH-](OC(C)=O)OC(C)=O, CN1CCNCC1, CC(=O)O, O=Cc1ccc(Cl)nc1, ClCCl, [Na+], O. Product: CN1CCN(Cc2ccc(Cl)nc2)CC1. As a reaction SMILES: [C:21]([O:22][BH-:23]([O:24][C:25](=[O:26])[CH3:27])[O:28][C:29](=[O:30])[CH3:31])(=[O:32])[CH3:33].[CH3:10][N:11]1[CH2:12][CH2:13][NH:14][CH2:15][CH2:16]1.[CH3:17][C:18](=[O:19])[OH:20].[Cl:1][c:2]1[n:3][cH:4][c:5]([CH:6]=[O:7])[cH:8][cH:9]1.[Cl:35][CH2:36][Cl:37].[Na+:34].[OH2:38]>>[Cl:1][c:2]1[n:3][cH:4][c:5]([CH2:6][N:14]2[CH2:13][CH2:12][N:11]([CH3:10])[CH2:16][CH2:15]2)[cH:8][cH:9]1. Starting materials: COCCCn1c(=O)c2[nH]c(Cc3ccccc3)nc2n(CCc2ccc([N+](=O)[O-])cc2)c1=O, COCCCN=C=O, [H][H], NN, O, [Pd]. Product: COCCCn1c(=O)c2[nH]c(Cc3ccccc3)nc2n(CCc2ccc(N)cc2)c1=O. As a reaction SMILES: [CH2:9]([c:10]1[cH:11][cH:12][cH:13][cH:14][cH:15]1)[c:16]1[n:17][c:18]2[n:19]([CH2:32][CH2:33][c:34]3[cH:35][cH:36][c:37]([N+:40]([O-:41])=[O:42])[cH:38][cH:39]3)[c:20](=[O:31])[n:21]([CH2:26][CH2:27][CH2:28][O:29][CH3:30])[c:22](=[O:25])[c:23]2[nH:24]1.[CH3:1][O:2][CH2:3][CH2:4][CH2:5][N:6]=[C:7]=[O:8].[H:46][H:47].[NH2:44][NH2:45].[OH2:43].[Pd:48]>>[CH2:9]([c:10]1[cH:11][cH:12][cH:13][cH:14][cH:15]1)[c:16]1[n:17][c:18]2[n:19]([CH2:32][CH2:33][c:34]3[cH:35][cH:36][c:37]([NH2:40])[cH:38][cH:39]3)[c:20](=[O:31])[n:21]([CH2:26][CH2:27][CH2:28][O:29][CH3:30])[c:22](=[O:25])[c:23]2[nH:24]1. Reactants: C1(CC1)S(=O)(=O)N (cyclopropanesulfonic acid amide), [H-].[Na+] (sodium hydride), FC1=C(C=C(C=C1)N1CCOCC1)C1NC2=CC=C(C=C2CC1(C)C)C(=O)O (2-(2-fluoro-5-morpholin-4-yl-phenyl)-3,3-dimethyl-1,2,3,4-tetrahydro-quinoline-6-carboxylic acid), C(=O)(N1C=NC=C1)N1C=NC=C1 (1,1′-carbonyldiimidazole), C1(CC1)S(=O)(=O)N (cyclopropanesulfonic acid amide), [H-].[Na+] (sodium hydride). Solvent: CN(C=O)C (N,N-dimethylformamide), CN(C=O)C (N,N-dimethylformamide), CN(C=O)C (N,N-dimethylformamide). Run at temperature 25 celsius, time 1 hour. Product: FC1=C(C=C(C=C1)N1CCOCC1)C1NC2=CC=C(C=C2CC1(C)C)C(=O)NS(=O)(=O)C1CC1 (cyclopropanesulfonic acid [2-(2-fluoro-5-morpholin-4-yl-phenyl)-3,3-dimethyl-1,2,3,4-tetrahydro-quinoline-6-carbonyl]-amide). Yield: 30.0%. RXN SMILES: [CH:1]1([S:4]([NH2:7])(=[O:6])=[O:5])[CH2:3][CH2:2]1.[H-].[Na+].[F:10][C:11]1[CH:16]=[CH:15][C:14]([N:17]2[CH2:22][CH2:21][O:20][CH2:19][CH2:18]2)=[CH:13][C:12]=1[CH:23]1[C:32]([CH3:34])([CH3:33])[CH2:31][C:30]2[C:25](=[CH:26][CH:27]=[C:28]([C:35](O)=[O:36])[CH:29]=2)[NH:24]1.C(N1C=CN=C1)(N1C=CN=C1)=O>CN(C)C=O>[F:10][C:11]1[CH:16]=[CH:15][C:14]([N:17]2[CH2:22][CH2:21][O:20][CH2:19][CH2:18]2)=[CH:13][C:12]=1[CH:23]1[C:32]([CH3:33])([CH3:34])[CH2:31][C:30]2[C:25](=[CH:26][CH:27]=[C:28]([C:35]([NH:7][S:4]([CH:1]3[CH2:3][CH2:2]3)(=[O:6])=[O:5])=[O:36])[CH:29]=2)[NH:24]1 |f:1.2|. Reported procedure: To a suspension of cyclopropanesulfonic acid amide (78.7 mg, 0.65 mmol) in N,N-dimethylformamide (3 mL) was added sodium hydride (26 mg, 0.65 mmol). The resulting mixture was stirred at 25° C. for 1 h. A solution of 2-(2-fluoro-5-morpholin-4-yl-phenyl)-3,3-dimethyl-1,2,3,4-tetrahydro-quinoline-6-carboxylic acid (50 mg, 0.13 mmol) and 1,1′-carbonyldiimidazole (42 mg, 0.26 mmol) in N,N-dimethylformamide (2 mL) was stirred at 70° C. for 1 h. Then the above suspension of cyclopropanesulfonic acid am...